From a dataset of the Open Reaction Database (ORD), a public repository of structured organic reaction records. describe an organic reaction: reactants, conditions, products, and yield The reactants are BrC=1C=C(C=NC1)[C@H]1NC(O[C@@H]1C1=CC(=CC=C1)OC)=O ((4R,5R)-4-(5-bromopyridin-3-yl)-5-(3-methoxyphenyl)oxazolidin-2-one), BrC1=CC=CC(=N1)C=O (6-bromopicolinaldehyde), FC1=CC=C(CP(OCC)(OCC)=O)C=C1 (diethyl 4-fluorobenzylphosphonate). The product is BrC1=CC=CC(=N1)[C@H]1NC(O[C@@H]1C1=CC=C(C=C1)F)=O ((4R,5R)-4-(6-bromopyridin-2-yl)-5-(4-fluorophenyl)oxazolidin-2-one). RXN SMILES: Br[C:2]1[CH:3]=[C:4]([C@@H:8]2[C@@H:12]([C:13]3[CH:18]=[CH:17][CH:16]=[C:15](OC)[CH:14]=3)[O:11][C:10](=[O:21])[NH:9]2)C=N[CH:7]=1.[Br:22][C:23]1[N:28]=C(C=O)C=CC=1.[F:31]C1C=CC(CP(=O)(OCC)OCC)=CC=1>>[Br:22][C:23]1[N:28]=[C:4]([C@@H:8]2[C@@H:12]([C:13]3[CH:14]=[CH:15][C:16]([F:31])=[CH:17][CH:18]=3)[O:11][C:10](=[O:21])[NH:9]2)[CH:3]=[CH:2][CH:7]=1. Procedure: Prepared according to the same procedure as optically-enriched (4R,5R)-4-(5-bromopyridin-3-yl)-5-(3-methoxyphenyl)oxazolidin-2-one, starting with 6-bromopicolinaldehyde and diethyl 4-fluorobenzylphosphonate. 1H-NMR (CDCl3, 500 MHz) δ 7.65 (dd, J=7.9, 7.6, 1H), 7.51 (d, J=7.6, 1H), 7.46 (dd, J=8.9, 5.2, 2H), 7.41 (d, J=7.6, 1H), 7.13 (m, 3H), 5.61 (d, J=7.5, 1H), 4.90 (d, J=5.8, 1H). 13C-NMR (CDCl3, 126 MHz) δ 163.1 (d, J=249), 159.4 (d, J=55), 142.6, 139.8, 134.0, 128.3, 127.8, 127.7, 119.6, 116... Reactants: COC1=CC=C(CN(C2=NC=C(C=N2)C=2C3=C(N=C(N2)N2CCOCC2)N(CC3)C3=CC=C(C(=O)O)C=C3)CC3=CC=C(C=C3)OC)C=C1 (4-(4-{2-[bis-(4-methoxy-benzyl)-amino]-pyrimidin-5-yl}-2-morpholin-4-yl-5,6-dihydro-pyrrolo[2,3-d]pyrimidin-7-yl)-benzoic acid), N1=CC=C(C=C1)N1CCNCC1 (1-(4-pyridyl)piperazine). The product is COC1=CC=C(CN(C2=NC=C(C=N2)C=2C3=C(N=C(N2)N2CCOCC2)N(CC3)C3=CC=C(C=C3)C(=O)N3CCN(CC3)C3=CC=NC=C3)CC3=CC=C(C=C3)OC)C=C1 ({4-[4-{2-[bis-(4-methoxy-benzyl)-amino]-pyrimidin-5-yl}-2-morpholin-4-yl-5,6-dihydro-pyrrolo[2,3-d]pyrimidin-7-yl]-phenyl}-(4-pyridin-4-yl-piperazin-1-yl)-methanone). Isolated yield 119.1%. RXN SMILES: [CH3:1][O:2][C:3]1[CH:49]=[CH:48][C:6]([CH2:7][N:8]([CH2:39][C:40]2[CH:45]=[CH:44][C:43]([O:46][CH3:47])=[CH:42][CH:41]=2)[C:9]2[N:14]=[CH:13][C:12]([C:15]3[C:16]4[CH2:29][CH2:28][N:27]([C:30]5[CH:38]=[CH:37][C:33]([C:34](O)=[O:35])=[CH:32][CH:31]=5)[C:17]=4[N:18]=[C:19]([N:21]4[CH2:26][CH2:25][O:24][CH2:23][CH2:22]4)[N:20]=3)=[CH:11][N:10]=2)=[CH:5][CH:4]=1.[N:50]1[CH:55]=[CH:54][C:53]([N:56]2[CH2:61][CH2:60][NH:59][CH2:58][CH2:57]2)=[CH:52][CH:51]=1>>[CH3:47][O:46][C:43]1[CH:42]=[CH:41][C:40]([CH2:39][N:8]([CH2:7][C:6]2[CH:48]=[CH:49][C:3]([O:2][CH3:1])=[CH:4][CH:5]=2)[C:9]2[N:14]=[CH:13][C:12]([C:15]3[C:16]4[CH2:29][CH2:28][N:27]([C:30]5[CH:31]=[CH:32][C:33]([C:34]([N:59]6[CH2:60][CH2:61][N:56]([C:53]7[CH:54]=[CH:55][N:50]=[CH:51][CH:52]=7)[CH2:57][CH2:58]6)=[O:35])=[CH:37][CH:38]=5)[C:17]=4[N:18]=[C:19]([N:21]4[CH2:22][CH2:23][O:24][CH2:25][CH2:26]4)[N:20]=3)=[CH:11][N:10]=2)=[CH:45][CH:44]=1. Procedure: Using 4-(4-{2-[bis-(4-methoxy-benzyl)-amino]-pyrimidin-5-yl}-2-morpholin-4-yl-5,6-dihydro-pyrrolo[2,3-d]pyrimidin-7-yl)-benzoic acid (80.0 mg, 0.121 mmol) obtained in Step A in Example 1-D-19 and 1-(4-pyridyl)piperazine (29.7 mg, 0.182 mmol) instead of 3-(aminomethyl)pyridine, amidation was carried out in the same manner as Step B in Example 1-D-19, to obtain a crude product of {4-[4-{2-[bis-(4-methoxy-benzyl)-amino]-pyrimidin-5-yl}-2-morpholin-4-yl-5,6-dihydro-pyrrolo[2,3-d]pyrimidin-7-yl]-phen... Reactants: COCCCO (3-methoxypropan-1-ol), C1(=CC=C(C=C1)S(=O)(=O)Cl)C (p-toluenesulfonyl chloride). The reagents and catalysts are CN(C1=CC=NC=C1)C (4-(dimethylamino)pyridine). Solvent: C(Cl)Cl (CH2Cl2), N1=CC=CC=C1 (pyridine). Reaction conditions: time 72 hour. The product is CC1=CC=C(C=C1)S(=O)(=O)OCCCOC (3-methoxypropyl 4-methylbenzenesulfonate). Isolated yield 76.5%. As a reaction SMILES: [CH3:1][O:2][CH2:3][CH2:4][CH2:5][OH:6].[C:7]1([CH3:17])[CH:12]=[CH:11][C:10]([S:13](Cl)(=[O:15])=[O:14])=[CH:9][CH:8]=1>C(Cl)Cl.N1C=CC=CC=1.CN(C)C1C=CN=CC=1>[CH3:17][C:7]1[CH:12]=[CH:11][C:10]([S:13]([O:6][CH2:5][CH2:4][CH2:3][O:2][CH3:1])(=[O:15])=[O:14])=[CH:9][CH:8]=1. Procedure: To a solution of 3-methoxypropan-1-ol (15.9 mL, 166 mmol) in CH2Cl2 (75 mL) and pyridine (50 mL) was added 4-(dimethylamino)pyridine (1.0 g, 8.3 mmol) followed by p-toluenesulfonyl chloride (31.7 g, 166 mmol). The mixture was allowed to stir at ambient temperature for 72 hours then was quenched with 5% aqueous HCl (20 mL), extracted with CH2Cl2 (3×10 mL). The combined organic extracts were dried over Na2SO4, filtered and concentrated under reduced pressure. Purification by column chromatography ...